From a dataset of the Open Reaction Database (ORD), a public repository of structured organic reaction records. describe an organic reaction: reactants, conditions, products, and yield Reactants: COc1ccc(C=CC(=O)O)cc1OC(C)=O, C1CCOC1, CCN(C(C)C)C(C)C, Nc1ccc(Cl)c(OCc2ccncc2)c1, ClCCl, O=S(Cl)Cl. Yields the product COc1ccc(C=CC(=O)Nc2ccc(Cl)c(OCc3ccncc3)c2)cc1OC(C)=O. RXN SMILES: [C:1]([CH3:2])(=[O:3])[O:4][c:5]1[cH:6][c:7]([CH:13]=[CH:14][C:15](=[O:16])[OH:17])[cH:8][cH:9][c:10]1[O:11][CH3:12].[CH2:47]1[O:48][CH2:49][CH2:50][CH2:51]1.[CH:38]([N:39]([CH:40]([CH3:41])[CH3:42])[CH2:43][CH3:44])([CH3:45])[CH3:46].[Cl:22][c:23]1[c:24]([O:30][CH2:31][c:32]2[cH:33][cH:34][n:35][cH:36][cH:37]2)[cH:25][c:26]([NH2:29])[cH:27][cH:28]1.[Cl:52][CH2:53][Cl:54].[S:18]([Cl:19])([Cl:20])=[O:21]>>[C:1]([CH3:2])(=[O:3])[O:4][c:5]1[cH:6][c:7]([CH:13]=[CH:14][C:15](=[O:17])[NH:29][c:26]2[cH:25][c:24]([O:30][CH2:31][c:32]3[cH:33][cH:34][n:35][cH:36][cH:37]3)[c:23]([Cl:22])[cH:28][cH:27]2)[cH:8][cH:9][c:10]1[O:11][CH3:12]. Reactants: CCOP(=O)(CP(=O)(OCC)OCC)OCC, O=Cc1cc(N2C(=O)C3=C(CCCC3)C2=O)ccc1Cl, [H-], [Na+]. The product is CCOP(=O)(C=Cc1cc(N2C(=O)C3=C(CCCC3)C2=O)ccc1Cl)OCC. Reaction SMILES: [CH2:1]([P:2]([O:3][CH2:4][CH3:5])(=[O:6])[O:7][CH2:8][CH3:9])[P:10]([O:11][CH2:12][CH3:13])(=[O:14])[O:15][CH2:16][CH3:17].[Cl:20][c:21]1[c:22]([CH:23]=[O:24])[cH:25][c:26]([N:29]2[C:30](=[O:39])[C:31]3=[C:36]([CH2:35][CH2:34][CH2:33][CH2:32]3)[C:37]2=[O:38])[cH:27][cH:28]1.[H-:18].[Na+:19]>>[CH:1]([P:10]([O:11][CH2:12][CH3:13])(=[O:14])[O:15][CH2:16][CH3:17])=[CH:23][c:22]1[c:21]([Cl:20])[cH:28][cH:27][c:26]([N:29]2[C:30](=[O:39])[C:31]3=[C:36]([CH2:35][CH2:34][CH2:33][CH2:32]3)[C:37]2=[O:38])[cH:25]1. Reactants: ClC=1C2=C(N=CN1)C(=C(N2)C)C(=O)OCC (ethyl 4-chloro-6-methyl-5H-pyrrolo[3,2-d]pyrimidine-7-carboxylate), C1(CC1)COC1=C(C=C(C(=C1)F)OC)B1OC(C(O1)(C)C)(C)C (2-(2-Cyclopropylmethoxy-4-fluoro-5-methoxy-phenyl)-4,4,5,5-tetramethyl-[1,3,2]dioxaborolane). Yields the product C1(CC1)COC1=C(C=C(C(=C1)F)OC)C=1C2=C(N=CN1)C(=C(N2)C)C(=O)OCC (Ethyl 4-(2-cyclopropylmethoxy-4-fluoro-5-methoxy-phenyl)-6-methyl-5H-pyrrolo[3,2-d]pyrimidine-7-carboxylate). Reaction SMILES: Cl[C:2]1[C:3]2[NH:10][C:9]([CH3:11])=[C:8]([C:12]([O:14][CH2:15][CH3:16])=[O:13])[C:4]=2[N:5]=[CH:6][N:7]=1.[CH:17]1([CH2:20][O:21][C:22]2[CH:27]=[C:26]([F:28])[C:25]([O:29][CH3:30])=[CH:24][C:23]=2B2OC(C)(C)C(C)(C)O2)[CH2:19][CH2:18]1>>[CH:17]1([CH2:20][O:21][C:22]2[CH:27]=[C:26]([F:28])[C:25]([O:29][CH3:30])=[CH:24][C:23]=2[C:2]2[C:3]3[NH:10][C:9]([CH3:11])=[C:8]([C:12]([O:14][CH2:15][CH3:16])=[O:13])[C:4]=3[N:5]=[CH:6][N:7]=2)[CH2:18][CH2:19]1. Procedure: Starting from ethyl 4-chloro-6-methyl-5H-pyrrolo[3,2-d]pyrimidine-7-carboxylate (example A4) and 2-(2-Cyclopropylmethoxy-4-fluoro-5-methoxy-phenyl)-4,4,5,5-tetramethyl-[1,3,2]dioxaborolane (example B.c2) the title compound is obtained as off-white solid. The reactants are ClC1=CC=C(C=N1)C(=O)N(C1=CC=C(C=C1)CN1C[C@@H](N(CC1)C(=O)OC(C)(C)C)C)C (1,1-dimethylethyl (2S)-4-({4-[[(6-chloro-3-pyridinyl)carbonyl](methyl)amino]phenyl}methyl)-2-methyl-1-piperazinecarboxylate), FC=1C=C(C=CC1)O (3-fluorophenol). Yields the product FC=1C=C(C=CC1)OC1=CC=C(C=N1)C(=O)N(C1=CC=C(C=C1)CN1C[C@@H](N(CC1)C(=O)OC(C)(C)C)C)C (1,1-Dimethylethyl (2S)-4-({4-[({6-[(3-fluorophenyl)oxy]-3-pyridinyl}carbonyl)(methyl)amino]phenyl}methyl)-2-methyl-1-piperazinecarboxylate). Reaction SMILES: Cl[C:2]1[N:7]=[CH:6][C:5]([C:8]([N:10]([CH3:32])[C:11]2[CH:16]=[CH:15][C:14]([CH2:17][N:18]3[CH2:23][CH2:22][N:21]([C:24]([O:26][C:27]([CH3:30])([CH3:29])[CH3:28])=[O:25])[C@@H:20]([CH3:31])[CH2:19]3)=[CH:13][CH:12]=2)=[O:9])=[CH:4][CH:3]=1.[F:33][C:34]1[CH:35]=[C:36]([OH:40])[CH:37]=[CH:38][CH:39]=1>>[F:33][C:34]1[CH:35]=[C:36]([O:40][C:2]2[N:7]=[CH:6][C:5]([C:8]([N:10]([CH3:32])[C:11]3[CH:16]=[CH:15][C:14]([CH2:17][N:18]4[CH2:23][CH2:22][N:21]([C:24]([O:26][C:27]([CH3:30])([CH3:29])[CH3:28])=[O:25])[C@@H:20]([CH3:31])[CH2:19]4)=[CH:13][CH:12]=3)=[O:9])=[CH:4][CH:3]=2)[CH:37]=[CH:38][CH:39]=1. Procedure details: The title compound was prepared from 1,1-dimethylethyl (2S)-4-({4-[[(6-chloro-3-pyridinyl)carbonyl](methyl)amino]phenyl}methyl)-2-methyl-1-piperazinecarboxylate (D54) and 3-fluorophenol in a similar manner to that described for D55 in Description 55, yielding the title compound as a pale yellow oil (0.057 g). MS (ES): MH+ 535.3. RXN SMILES: CC(OC([NH:8][CH:9]1[C@@H:14]2[C@H:10]1[CH2:11][N:12]([C:15]([O:17][CH2:18][C:19]1[CH:24]=[CH:23][CH:22]=[CH:21][CH:20]=1)=[O:16])[CH2:13]2)=O)(C)C.C(O)(C(F)(F)F)=O.C(=O)(O)[O-].C(=O)([O-])[O-].[K+].[K+]>C(Cl)Cl>[NH2:8][CH:9]1[C@@H:14]2[C@H:10]1[CH2:11][N:12]([C:15]([O:17][CH2:18][C:19]1[CH:24]=[CH:23][CH:22]=[CH:21][CH:20]=1)=[O:16])[CH2:13]2 |f:3.4.5|. Conditions: time 2 hour. Yields the product NC1[C@@H]2CN(C[C@H]12)C(=O)OCC1=CC=CC=C1 (Benzyl(1R,5S)-6-amino-3-azabicyclo[3.1.0]hexane-3-carboxylate). Procedure: Benzyl(1R,5S)-6-[(2-methylpropan-2-yl)oxycarbonylamino]-3-azabicyclo[3.1.0]hexane-3-carboxylate (Bioorganic & Medicinal Chemistry Letters (2004), 14(11), 2773-2776, Compound 9; 6.74 g, 20.3 mmol) was stirred and dissolved in DCM (90 mL) at ambient temperature and TFA (10 ml) was added. The solution was stirred at room temperature for 2 hours. Sat. bicarbonate (100 ml) was added followed by potassium carbonate solid until neutral. The DCM layer was separated and washed once more with water. The D... The reactants are C([O-])(O)=O (bicarbonate), CC(C)(C)OC(=O)NC1[C@@H]2CN(C[C@H]12)C(=O)OCC1=CC=CC=C1 (Benzyl(1R,5S)-6-[(2-methylpropan-2-yl)oxycarbonylamino]-3-azabicyclo[3.1.0]hexane-3-carboxylate), CC(C)(C)OC(=O)NC1[C@@H]2CN(C[C@H]12)C(=O)OCC1=CC=CC=C1 (Benzyl(1R,5S)-6-[(2-methylpropan-2-yl)oxycarbonylamino]-3-azabicyclo[3.1.0]hexane-3-carboxylate), C([O-])([O-])=O.[K+].[K+] (potassium carbonate), C(=O)(C(F)(F)F)O (TFA). The solvent is C(Cl)Cl (DCM). The solvent is CN(C)C=O (DMF). The reactants are ClCCCOC1=CC2=C(C=CC(O2)=O)C=C1 (7-(3-chloropropoxy)-2H-1-benzopyran-2-one), S1C(=CC=C1)C1CCNC=C1 (4-(2-thienyl)tetrahydropyridine). Reaction SMILES: Cl[CH2:2][CH2:3][CH2:4][O:5][C:6]1[CH:16]=[CH:15][C:9]2[CH:10]=[CH:11][C:12](=[O:14])[O:13][C:8]=2[CH:7]=1.[S:17]1[CH:21]=[CH:20][CH:19]=[C:18]1[CH:22]1[CH:27]=[CH:26][NH:25][CH2:24][CH2:23]1>CN(C=O)C>[S:17]1[CH:21]=[CH:20][CH:19]=[C:18]1[C:22]1[CH2:27][CH2:26][N:25]([CH2:2][CH2:3][CH2:4][O:5][C:6]2[CH:16]=[CH:15][C:9]3[CH:10]=[CH:11][C:12](=[O:14])[O:13][C:8]=3[CH:7]=2)[CH2:24][CH:23]=1. Yields the product S1C(=CC=C1)C=1CCN(CC1)CCCOC1=CC2=C(C=CC(O2)=O)C=C1 (7-[3-[3,6-Dihydro-4-(2-thienyl)-1(2H)-pyridinyl]propoxy]-2H-1-benzopyran-2-one), dark oil. Procedure: A 2.9 g (0.012 mole) sample of 7-(3-chloropropoxy)-2H-1-benzopyran-2-one as prepared in Example 1 above, 2 g (0.012 mole) 4-(2-thienyl)tetrahydropyridine, and 5 g NaHCo3 in 80 ml DMF is stirred at 80°-90° C. for seven hours at room temperature overnight then filtered and evaporated in vacuo. The residue in methylene dichloride is washed with NaHCO3, dried (MgSO4) and evaporated in vacuo. 7-[3-[3,6-Dihydro-4-(2-thienyl)-1(2H)-pyridinyl]propoxy]-2H-1-benzopyran-2-one as 4.3 g of dark oil was obtai... Reactants: [OH-].[Na+] (NaOH), C(C)OC(=O)C1=CNC=C1C1=CC=C(C=C1)I (3-ethoxycarbonyl-4-(4-iodophenyl)pyrrole), [Na+].[Cl-] (NaCl). The solvent is C(CO)O (ethylene glycol). Run at temperature 160 celsius, time 2.5 hour. Yields the product IC1=CC=C(C=C1)C1=CNC=C1 (3-(4-Iodophenyl)pyrrole). Isolated yield 378.7%. Reaction SMILES: C(OC([C:6]1[C:10]([C:11]2[CH:16]=[CH:15][C:14]([I:17])=[CH:13][CH:12]=2)=[CH:9][NH:8][CH:7]=1)=O)C.[OH-].[Na+].[Na+].[Cl-]>C(O)CO>[I:17][C:14]1[CH:13]=[CH:12][C:11]([C:10]2[CH:6]=[CH:7][NH:8][CH:9]=2)=[CH:16][CH:15]=1 |f:1.2,3.4|. Reported procedure: Following earlier procedures (Balasubramanian, T.; Lindsey, J. S. Tetrahedron 1999, 55, 6771-6784), a mixture of 3-ethoxycarbonyl-4-(4-iodophenyl)pyrrole (7.20 g, 21.1 mmol) and ethylene glycol (55 mL) in a 100-mL Claisen flask was flushed with argon for 10 min and powdered NaOH (2.2 g, 55 mmol) was then added. The flask was placed in an oil bath at 120 ° C. and the oil bath temperature was raised to 160° C. After 2.5 h, the flask was cooled to room temperature and treated with 10% aq NaCl (100 ...